From a dataset of the Open Reaction Database (ORD), a public repository of structured organic reaction records. describe an organic reaction: reactants, conditions, products, and yield Starting materials: Cl.C(C1=CC=CC=C1)OC1=C(C=C2C(=NC=NC2=C1)NC1=C2C(=CC=C1)OCO2)OC (7-benzyloxy-6-methoxy-4-(2,3methylenedioxyanilino)quinazoline hydrochloride), C(=O)[O-].[NH4+] (ammonium formate), O (water). The reagents and catalysts are [Pd] (palladium-on-charcoal). The solvent is CN(C)C=O (DMF). Conditions: time 2 hour. Product: OC1=C(C=C2C(=NC=NC2=C1)NC1=C2C(=CC=C1)OCO2)OC (7-hydroxy-6-methoxy-4-(2,3-methylenedioxyanilino)quinazoline). Isolated yield 100.5%. RXN SMILES: Cl.C([O:9][C:10]1[CH:19]=[C:18]2[C:13]([C:14]([NH:20][C:21]3[CH:26]=[CH:25][CH:24]=[C:23]4[O:27][CH2:28][O:29][C:22]=34)=[N:15][CH:16]=[N:17]2)=[CH:12][C:11]=1[O:30][CH3:31])C1C=CC=CC=1.C([O-])=O.[NH4+].O>[Pd].CN(C=O)C>[OH:9][C:10]1[CH:19]=[C:18]2[C:13]([C:14]([NH:20][C:21]3[CH:26]=[CH:25][CH:24]=[C:23]4[O:27][CH2:28][O:29][C:22]=34)=[N:15][CH:16]=[N:17]2)=[CH:12][C:11]=1[O:30][CH3:31] |f:0.1,2.3|. Procedure: A mixture of 7-benzyloxy-6-methoxy-4-(2,3methylenedioxyanilino)quinazoline hydrochloride (21 g), ammonium formate (30.2 g), 10% palladium-on-charcoal catalyst (4.8 g), water (26 ml) and DMF (350 ml) was stirred at ambient temperature for 2 hours. The mixture was filtered and the filtrate was evaporated. The residual oil was triturated under diethyl ether. The solid so obtained was triturated under water, collected by filtration, washed with water and with diethyl ether and dried under vacuum ove... Reactants: BrC1=C(SC=C1Br)[N+](=O)[O-] (3,4-dibromo-2-nitrothiophene), N1N=NC=C1 (1H-1,2,3-triazole), C([O-])(O)=O.[K+] (potassium bicarbonate). Solvent: CN(C)C=O (DMF). Conditions: time 1 hour. The product is BrC=1C(=C(SC1)[N+](=O)[O-])N1N=CC=N1 (2-(4-Bromo-2-nitrothiophen-3-yl)-2H-1,2,3-triazole). As a reaction SMILES: Br[C:2]1[C:6]([Br:7])=[CH:5][S:4][C:3]=1[N+:8]([O-:10])=[O:9].[NH:11]1[CH:15]=[CH:14][N:13]=[N:12]1.C(=O)(O)[O-].[K+]>CN(C=O)C>[Br:7][C:6]1[C:2]([N:12]2[N:13]=[CH:14][CH:15]=[N:11]2)=[C:3]([N+:8]([O-:10])=[O:9])[S:4][CH:5]=1 |f:2.3|. Procedure: A mixture of 3,4-dibromo-2-nitrothiophene (1.5 g, 5.23 mmol), 1H-1,2,3-triazole (0.30 mL, 5.18 mmol) and potassium bicarbonate (0.54 g, 5.36 mmol) in DMF (13 mL) were stirred in an oil bath set at 110° C. under condenser with N2 (g) inlet for 1 h. The reaction mixture was quenched with H2O and extracted with ethyl acetate. The organic phase was collected, dried (sodium sulfate), filtered and concentrated under reduced pressure. Purification by flash chromatography (silica, 30:70 ethyl acetate/he... Reactants: O1C[C@@H](OC2=NC=CC=C21)C2=CC=C(CN1CCC(CC1)N)C=C2 (1-[(S)-4-(2,3-Dihydro-[1,4]dioxino[2,3-b]pyridin-3-yl)-benzyl]-piperidin-4-ylamine), O=C1N(CCC1)CC(=O)O ((2-Oxo-pyrrolidin-1-yl)-acetic acid). The product is O1C[C@@H](OC2=NC=CC=C21)C2=CC=C(C=C2)CN2CCC(CC2)NC(CN2C(CCC2)=O)=O (N-[1-[[4-[(3S)-2,3-dihydro-[1,4]dioxino[2,3-b]pyridin-3-yl]phenyl]methyl]-4-piperidyl]-2-(2-oxopyrrolidin-1-yl)acetamide). As a reaction SMILES: [O:1]1[C:10]2[C:5](=[N:6][CH:7]=[CH:8][CH:9]=2)[O:4][C@@H:3]([C:11]2[CH:24]=[CH:23][C:14]([CH2:15][N:16]3[CH2:21][CH2:20][CH:19]([NH2:22])[CH2:18][CH2:17]3)=[CH:13][CH:12]=2)[CH2:2]1.[O:25]=[C:26]1[CH2:30][CH2:29][CH2:28][N:27]1[CH2:31][C:32](O)=[O:33]>>[O:1]1[C:10]2[C:5](=[N:6][CH:7]=[CH:8][CH:9]=2)[O:4][C@@H:3]([C:11]2[CH:12]=[CH:13][C:14]([CH2:15][N:16]3[CH2:17][CH2:18][CH:19]([NH:22][C:32](=[O:33])[CH2:31][N:27]4[CH2:28][CH2:29][CH2:30][C:26]4=[O:25])[CH2:20][CH2:21]3)=[CH:23][CH:24]=2)[CH2:2]1. Procedure details: Compound 289 is synthesized from Intermediate M and (2-Oxo-pyrrolidin-1-yl)-acetic acid according to the procedure used to synthesize Example 261. (LC/MS method 16: ES+ m/z 451.4 [M+H]+, Rt=2.51 min) Starting materials: OC1=C(C=CC(=C1)O)N1N=C2C(=N1)C=CC=C2 (2-(2',4'-dihydroxyphenyl)benzotriazole), C1(OCCO1)=O (ethylene carbonate), C(=O)=O (carbon dioxide). The reagents and catalysts are [Cl-].C[N+](C)(C)C (tetramethylammonium chloride). The solvent is O (water). Reaction conditions: temperature 155 celsius. The product is OC1=C(C=CC(=C1)OCCO)N1N=C2C(=N1)C=CC=C2 (2-[2'-hydroxy, 4'-(2"-hydroxyethoxy)phenyl]benzotriazole). RXN SMILES: [OH:1][C:2]1[CH:7]=[C:6]([OH:8])[CH:5]=[CH:4][C:3]=1[N:9]1[N:13]=[C:12]2[CH:14]=[CH:15][CH:16]=[CH:17][C:11]2=[N:10]1.C1(=O)O[CH2:21][CH2:20][O:19]1.C(=O)=O>[Cl-].C[N+](C)(C)C.O>[OH:1][C:2]1[CH:7]=[C:6]([O:8][CH2:21][CH2:20][OH:19])[CH:5]=[CH:4][C:3]=1[N:9]1[N:13]=[C:12]2[CH:14]=[CH:15][CH:16]=[CH:17][C:11]2=[N:10]1 |f:3.4|. Procedure details: A mixture of 45.4 g (0.2 mole) of 2-(2',4'-dihydroxyphenyl)benzotriazole, 19.8 g (0.225 mole) of ethylene carbonate and 0.55 g (0.005 mole) of tetramethylammonium chloride was heated under argon while stirring in an oil bath. The mixture changed to a brown melt as the temperature rose to 140° C. The argon gas flow was stopped at this point and the temperature was raised to 155° C. After the evolution of carbon dioxide stopped (7-8 hours), the reaction mixture was cooled to about 100° C. and then... The reactants are [N+](=O)([O-])C1=CC=C(C=C1)C(N)C(=O)O ((±)-2-(4-nitrophenyl)glycine), [OH-].[Na+] (NaOH), [OH-].[Na+] (NaOH), ClC(=O)OC (methyl chloroformate), [OH-].[Na+] (NaOH), [OH-].[Na+] (NaOH). Run in O (water), O (water). Conditions: temperature 25 celsius, time 17 hour. Yields the product COC(=O)NC(C(=O)O)C1=CC=C(C=C1)[N+](=O)[O-] ((±)-N-(methoxycarbonyl)-2-(4-nitrophenyl)glycine). Yield: 86.3%. As a reaction SMILES: [N+:1]([C:4]1[CH:9]=[CH:8][C:7]([CH:10]([C:12]([OH:14])=[O:13])[NH2:11])=[CH:6][CH:5]=1)([O-:3])=[O:2].[OH-].[Na+].Cl[C:18]([O:20][CH3:21])=[O:19]>O>[CH3:21][O:20][C:18]([NH:11][CH:10]([C:7]1[CH:6]=[CH:5][C:4]([N+:1]([O-:3])=[O:2])=[CH:9][CH:8]=1)[C:12]([OH:14])=[O:13])=[O:19] |f:1.2|. Procedure: To a stirred mixture of (±)-2-(4-nitrophenyl)glycine (20) (Heyns et al., Justus Lieberg's Annalen der Chimie 611:55-56 (1958)) (3.2400 g, 16.5 mmol) and NaOH (0.6611 g, 16.5 mmol) in water (150 mL) were added methyl chloroformate (1.404 mL, 18.2 mmol), 2N NaOH (9.1 mL), and water (6 mL) at 0° C. After adjusting pH to 9 with 2N NaOH (1 mL) and stirring at 25° C. for 17 h, the mixture was basified to pH 10 with 2N NaOH and washed with diethyl ether before it was acidified with 5N HCl in the presen...